Dataset: the Open Reaction Database (ORD), a public repository of structured organic reaction records. Task: describe an organic reaction: reactants, conditions, products, and yield Starting materials: N#Cc1c(N)nc2ccc(N3CCN(Cc4ccccc4)CC3)cc2c1Cl, NCc1ccccc1, O. The product is N#Cc1c(N)nc2ccc(N3CCN(Cc4ccccc4)CC3)cc2c1N=Cc1ccccc1. Reaction SMILES: [NH2:1][c:2]1[n:3][c:4]2[cH:5][cH:6][c:7]([N:15]3[CH2:16][CH2:17][N:18]([CH2:21][c:22]4[cH:23][cH:24][cH:25][cH:26][cH:27]4)[CH2:19][CH2:20]3)[cH:8][c:9]2[c:10]([Cl:14])[c:11]1[C:12]#[N:13].[NH2:28][CH2:29][c:30]1[cH:31][cH:32][cH:33][cH:34][cH:35]1.[OH2:36]>>[NH2:1][c:2]1[n:3][c:4]2[cH:5][cH:6][c:7]([N:15]3[CH2:16][CH2:17][N:18]([CH2:21][c:22]4[cH:23][cH:24][cH:25][cH:26][cH:27]4)[CH2:19][CH2:20]3)[cH:8][c:9]2[c:10]([N:28]=[CH:29][c:30]2[cH:31][cH:32][cH:33][cH:34][cH:35]2)[c:11]1[C:12]#[N:13]. Starting materials: FC(C(=O)O)(F)F.C(C1=CC=CC=C1)NC([C@@H](NC[C@H](CS)N)CCC)=O (N-(3-mercapto-2(R)-aminopropyl)-L-norvaline-benzyl amide trifluoroacetate salt), C(F)(F)(F)C(=O)O (CF3CO2H). Run in O (H2O). Product: FC(C(=O)O)(F)F.C(C1=CC=CC=C1)NC([C@@H](NC[C@H](CS)N)C)=O (N-(2(R)-amino-3-mercaptopropyl)-L-alanine-benzylamide trifluoroacetate salt). RXN SMILES: [F:1][C:2]([F:7])([F:6])[C:3]([OH:5])=[O:4].[CH2:8]([NH:15][C:16](=[O:27])[C@H:17]([CH2:24]CC)[NH:18][CH2:19][C@@H:20]([NH2:23])[CH2:21][SH:22])[C:9]1[CH:14]=[CH:13][CH:12]=[CH:11][CH:10]=1.C(C(O)=O)(F)(F)F>O>[F:1][C:2]([F:7])([F:6])[C:3]([OH:5])=[O:4].[CH2:8]([NH:15][C:16](=[O:27])[C@H:17]([CH3:24])[NH:18][CH2:19][C@@H:20]([NH2:23])[CH2:21][SH:22])[C:9]1[CH:10]=[CH:11][CH:12]=[CH:13][CH:14]=1 |f:0.1,4.5|. Procedure details: N-(3-mercapto-2(R)-aminopropyl)-L-norvaline-benzyl amide trifluoroacetate salt, mp 60°-67° C. Anal. Calcd for C16H27N3OS. 2 CF3CO2H. 0.84 H2O: C, 42.37; H, 5.37; N, 7.80. Found: C, 42.42; H, 5.21; N, 7.45. Starting materials: ClC=1C=C(C=CC1OC)CCNC1=NC=C(C=N1)CC (N-[2-(3-chloro-4-methoxyphenyl)ethyl]-5-ethylpyrimidin-2-amine), FC(OC=1C=C(CBr)C=CC1)(F)F (3-trifluoromethoxy benzyl bromide). The product is ClC1=C(C=CC(=C1)CCN(CC1=CC(=CC=C1)OC(F)(F)F)C1=NC=C(C=N1)CC)O (2-Chloro-4-(2-{(5-ethylpyrimidin-2-yl)[3-(trifluoromethoxy)benzyl]amino}ethyl)phenol). As a reaction SMILES: [Cl:1][C:2]1[CH:3]=[C:4]([CH2:10][CH2:11][NH:12][C:13]2[N:18]=[CH:17][C:16]([CH2:19][CH3:20])=[CH:15][N:14]=2)[CH:5]=[CH:6][C:7]=1[O:8]C.[F:21][C:22]([F:33])([F:32])[O:23][C:24]1[CH:25]=[C:26]([CH:29]=[CH:30][CH:31]=1)[CH2:27]Br>>[Cl:1][C:2]1[CH:3]=[C:4]([CH2:10][CH2:11][N:12]([C:13]2[N:18]=[CH:17][C:16]([CH2:19][CH3:20])=[CH:15][N:14]=2)[CH2:27][C:26]2[CH:29]=[CH:30][CH:31]=[C:24]([O:23][C:22]([F:21])([F:32])[F:33])[CH:25]=2)[CH:5]=[CH:6][C:7]=1[OH:8]. Reported procedure: Similarly prepared from N-[2-(3-chloro-4-methoxyphenyl)ethyl]-5-ethylpyrimidin-2-amine and 3-trifluoromethoxy benzyl bromide. Reactants: C(C1=CC=CC=C1)O[C@@H]1[C@@]2(CO[C@]([C@@H]([C@H]1OCC1=CC=CC=C1)OCC1=CC=CC=C1)(O2)C2=CC(=C(C=C2)Cl)CC2=CC=C(C=C2)OCC2=CC=CC=C2)C(C)(C)O (2-[(1S,2S,3S,4R,5S)-2,3,4-tribenzyloxy-5-[3-[(4-benzyloxyphenyl)methyl]-4-chloro-phenyl]-6,8-dioxabicyclo[3.2.1]octan-1-yl]propan-2-ol), ClC1=C(C=CC=C1)Cl (o-dichlorobenzene). The reagents and catalysts are [Pd] (Pd/C). Solvent: CO.O1CCCC1 (methanol tetrahydrofuran). Conditions: time 4 hour. Yields the product ClC1=C(C=C(C=C1)[C@]12[C@@H]([C@H]([C@@H]([C@](CO1)(O2)C(C)(C)O)O)O)O)CC2=CC=C(C=C2)O ((1S,2S,3S,4R,5S)-5-[4-chloro-3-[(4-hydroxyphenyl)methyl]phenyl]-1-(1-hydroxy-1-methyl-ethyl)-6,8-dioxabicyclo[3.2.1]octane-2,3,4-triol). Isolated yield 104.5%. RXN SMILES: C([O:8][C@H:9]1[C@H:15]([O:16]CC2C=CC=CC=2)[C@@H:14]([O:24]CC2C=CC=CC=2)[C@:13]2([C:33]3[CH:38]=[CH:37][C:36]([Cl:39])=[C:35]([CH2:40][C:41]4[CH:46]=[CH:45][C:44]([O:47]CC5C=CC=CC=5)=[CH:43][CH:42]=4)[CH:34]=3)[O:32][C@@:10]1([C:55]([OH:58])([CH3:57])[CH3:56])[CH2:11][O:12]2)C1C=CC=CC=1.ClC1C=CC=CC=1Cl>[Pd].CO.O1CCCC1>[Cl:39][C:36]1[CH:37]=[CH:38][C:33]([C@@:13]23[O:32][C@@:10]([C:55]([OH:58])([CH3:57])[CH3:56])([CH2:11][O:12]2)[C@@H:9]([OH:8])[C@H:15]([OH:16])[C@H:14]3[OH:24])=[CH:34][C:35]=1[CH2:40][C:41]1[CH:42]=[CH:43][C:44]([OH:47])=[CH:45][CH:46]=1 |f:3.4|. Reported procedure: To a solution of 2-[(1S,2S,3S,4R,5S)-2,3,4-tribenzyloxy-5-[3-[(4-benzyloxyphenyl)methyl]-4-chloro-phenyl]-6,8-dioxabicyclo[3.2.1]octan-1-yl]propan-2-ol 25o (100 mg, 0.12 mmol) in a methanol/tetrahydrofuran mixture (v/v=4/1, 10 mL) were added o-dichlorobenzene (0.07 mL, 0.63 mmol) and 10% Pd/C (20 mg, 0.02 mmol) at room temperature. The mixture was stirred under H2 at room temperature for 4 hours and filtered. The filtrate was concentrated in vacuo to give the title compound 25p as a white solid ...